Dataset: the Open Reaction Database (ORD), a public repository of structured organic reaction records. Task: describe an organic reaction: reactants, conditions, products, and yield Reactants: N1N=C(C2=CC=CC=C12)\C=C\1/OC2=C(C1=O)C=C(C(=C2CN2CCN(CC2)C(=O)OC(C)(C)C)OC)OC (tert-butyl (Z)-4-({2-[(1H-indazol-3-yl)methylene]-5,6-dimethoxy-3-oxo-2,3-dihydrobenzofuran-7-yl}methyl)piperazine-1-carboxylate), solution, Cl (hydrogen chloride). The solvent is C(Cl)Cl (methylene chloride), O1CCOCC1 (1,4-dioxane). Conditions: time 2 hour. Yields the product N1N=C(C2=CC=CC=C12)\C=C\1/OC2=C(C1=O)C=C(C(=C2CN2CCNCC2)OC)OC ((Z)-2-[(1H-indazol-3-yl)methylene]-5,6-dimethoxy-7-(piperazin-1-ylmethyl)benzofuran-3(2H)-one). Yield: 76.1%. As a reaction SMILES: [NH:1]1[C:9]2[C:4](=[CH:5][CH:6]=[CH:7][CH:8]=2)[C:3](/[CH:10]=[C:11]2\[O:12][C:13]3[C:20]([CH2:21][N:22]4[CH2:27][CH2:26][N:25](C(OC(C)(C)C)=O)[CH2:24][CH2:23]4)=[C:19]([O:35][CH3:36])[C:18]([O:37][CH3:38])=[CH:17][C:14]=3[C:15]\2=[O:16])=[N:2]1.Cl>C(Cl)Cl.O1CCOCC1>[NH:1]1[C:9]2[C:4](=[CH:5][CH:6]=[CH:7][CH:8]=2)[C:3](/[CH:10]=[C:11]2\[O:12][C:13]3[C:20]([CH2:21][N:22]4[CH2:23][CH2:24][NH:25][CH2:26][CH2:27]4)=[C:19]([O:35][CH3:36])[C:18]([O:37][CH3:38])=[CH:17][C:14]=3[C:15]\2=[O:16])=[N:2]1. Reported procedure: A solution of tert-butyl (Z)-4-({2-[(1H-indazol-3-yl)methylene]-5,6-dimethoxy-3-oxo-2,3-dihydrobenzofuran-7-yl}methyl)piperazine-1-carboxylate (0.026 g, 0.050 mmol) in methylene chloride (2.0 mL) was added with a 4 M solution of hydrogen chloride in 1,4-dioxane (2.0 mL), and then the mixture was stirred at room temperature for 2 hours. After completion of the reaction, the mixture was azeotroped twice with toluene under reduced pressure. The residual solid was added with water, and then the mixt... Reactants: COC(=O)C(CC1CCOC1)c1ccc(S(C)(=O)=O)cc1, CO, Cl, [Na+], [OH-]. The product is CS(=O)(=O)c1ccc(C(CC2CCOC2)C(=O)O)cc1. As a reaction SMILES: [CH3:1][S:2](=[O:3])(=[O:4])[c:5]1[cH:6][cH:7][c:8]([CH:11]([C:12](=[O:13])[O:14][CH3:15])[CH2:16][CH:17]2[CH2:18][O:19][CH2:20][CH2:21]2)[cH:9][cH:10]1.[CH3:25][OH:26].[ClH:24].[Na+:23].[OH-:22]>>[CH3:1][S:2](=[O:3])(=[O:4])[c:5]1[cH:6][cH:7][c:8]([CH:11]([C:12](=[O:13])[OH:14])[CH2:16][CH:17]2[CH2:18][O:19][CH2:20][CH2:21]2)[cH:9][cH:10]1. The reactants are ClC1=CC=CC2=C1C(N1[C@H](C=3N2C=NC3C=3OC(=NN3)CCl)CCC1)=O ((S)-8-chloro-1-(5-chloromethyl-1,3,4-oxadiazol-2-yl)-11,12,13,13a-tetrahydro-9H-imidazo[1,5-a]pyrrolo[2,1-c][1,4]benzodiazepin-9-one), C(CC)NCCC (dipropylamine). Run in CN(C=O)C (N,N-dimethylformamide). Reaction conditions: time 20 hour. Yields the product ClC1=CC=CC2=C1C(N1[C@H](C=3N2C=NC3C=3OC(=NN3)CN(CCC)CCC)CCC1)=O ((S)-8-chloro-1-(5-dipropylaminomethyl-1,3,4-oxadiazol-2-yl)-11,12,13,13a-tetrahydro-9H-imidazo[1,5-a]pyrrolo[2,1- c][1,4]benzodiazepin-9-one). Isolated yield 83.8%. RXN SMILES: [Cl:1][C:2]1[C:7]2[C:8](=[O:26])[N:9]3[CH2:25][CH2:24][CH2:23][C@H:10]3[C:11]3[N:12]([CH:13]=[N:14][C:15]=3[C:16]3[O:17][C:18]([CH2:21]Cl)=[N:19][N:20]=3)[C:6]=2[CH:5]=[CH:4][CH:3]=1.[CH2:27]([NH:30][CH2:31][CH2:32][CH3:33])[CH2:28][CH3:29]>CN(C)C=O>[Cl:1][C:2]1[C:7]2[C:8](=[O:26])[N:9]3[CH2:25][CH2:24][CH2:23][C@H:10]3[C:11]3[N:12]([CH:13]=[N:14][C:15]=3[C:16]3[O:17][C:18]([CH2:21][N:30]([CH2:31][CH2:32][CH3:33])[CH2:27][CH2:28][CH3:29])=[N:19][N:20]=3)[C:6]=2[CH:5]=[CH:4][CH:3]=1. Procedure: A suspension of 1.30 g (3.33 mmol) of (S)-8-chloro-1-(5-chloromethyl-1,3,4-oxadiazol-2-yl)-11,12,13,13a-tetrahydro-9H-imidazo[1,5-a]pyrrolo[2,1-c][1,4]benzodiazepin-9-one in 10 ml of N,N-dimethylformamide was treated with 1.7 g (0.017 mol) of dipropylamine. After stirring at room temperature for 20 hrs. and at 80° C. for 4 hrs. the solution obtained was completely freed from the solvents. The residue was chromatographed over silica gel with methylene chloride/methanol 39:1 as the eluent. The pro...